The task is: describe an organic reaction: reactants, conditions, products, and yield. This data is from the Open Reaction Database (ORD), a public repository of structured organic reaction records. RXN SMILES: COC[O:4][C:5]1[CH:12]=[CH:11][CH:10]=[CH:9][C:6]=1[CH:7]=[O:8].C[C:14]1[CH:21]=[CH:20][CH:19]=[C:18](C)[C:15]=1[CH:16]=O.Cl>O1CCCC1>[C:5]1([C:16]([C:15]2[CH:14]=[CH:21][CH:20]=[CH:19][CH:18]=2)=[CH:16][C:15]2[CH:18]=[CH:19][C:20]([C:7]([C:6]3[CH:9]=[CH:10][CH:11]=[CH:12][C:5]=3[OH:4])=[O:8])=[CH:21][CH:14]=2)[CH:12]=[CH:11][CH:10]=[CH:9][CH:6]=1. Run in O1CCCC1 (tetrahydrofuran), O1CCCC1 (tetrahydrofuran). Conditions: temperature 25 celsius, time 12 hour. Isolated yield 208.4%. Yields the product C1(=CC=CC=C1)C(=CC1=CC=C(C=C1)C(=O)C1=C(C=CC=C1)O)C1=CC=CC=C1 ([4-(2,2-diphenylvinyl)phenyl]-(2-hydroxyphenyl)methanone). Reactants: COCOC1=C(C=O)C=CC=C1 (2-methoxymethoxybenzaldehyde), CC1=C(C=O)C(=CC=C1)C (2,6-dimethylbenzaldehyde), Cl (hydrochloric acid). Reported procedure: A tetrahydrofuran solution (30 mL) of the intermediate compound was prepared by the same method described in Example 6 except that 2-methoxymethoxybenzaldehyde (1.2 g) synthesized in the above-described Synthesis Example 2 was used instead of 2,6-dimethylbenzaldehyde (0.65 g). A 6 N hydrochloric acid solution (1 mL) was added to the tetrahydrofuran solution, and the mixture was stirred at 25° C. for 12 hours. After confirmation of the degree of reaction progress by TLC, the reaction was quenched...